Task: describe an organic reaction: reactants, conditions, products, and yield. Dataset: the Open Reaction Database (ORD), a public repository of structured organic reaction records Starting materials: half, [Na+].[Cl-] (NaCl), NC1=CC=C(C=C1)S(=O)(=O)NCCOCCO (4-amino-N-(2-(2-hydroxyethoxy)ethyl)-benzenesulfonamide), [H-].[Na+] (sodium hydride), CI (methyl iodide). Run in C1CCOC1 (THF), CS(=O)C (DMSO). Reaction conditions: time 1 hour. Yields the product NC1=CC=C(C=C1)S(=O)(=O)N(C)CCOCCO (4-amino-N-(2-(2-hydroxyethoxy)ethyl)-N-methyl-benzenesulfonamide). Isolated yield 65.3%. As a reaction SMILES: [NH2:1][C:2]1[CH:7]=[CH:6][C:5]([S:8]([NH:11][CH2:12][CH2:13][O:14][CH2:15][CH2:16][OH:17])(=[O:10])=[O:9])=[CH:4][CH:3]=1.[H-].[Na+].[CH3:20]I.[Na+].[Cl-]>C1COCC1.CS(C)=O>[NH2:1][C:2]1[CH:7]=[CH:6][C:5]([S:8]([N:11]([CH2:12][CH2:13][O:14][CH2:15][CH2:16][OH:17])[CH3:20])(=[O:10])=[O:9])=[CH:4][CH:3]=1 |f:1.2,4.5|. Procedure: To a solution of 3.3 g (31 mmol) of 2-(2-aminoethoxy)ethanol in 30 mL of MeOH was added 7.0 g (30 mmol) of N-acetylsulfanilyl chloride, followed by 3.3 g (33 mmol) of TEA. The reaction mixture was stirred for 30 min at rt and then acidified with 5 mL (60 mmol) of concentrated HCl and stirred at reflux for 75 min. After cooling, the mixture was diluted with 40 mL of water and made basic with solid NaHCO3. MeOH was removed on a rotary evaporator, and the residual aqueous solution was extracted wit... Reactants: acid, N′-methyl polystyrene, NC=1SC=C(N1)CC(=O)NC=1SC(=CN1)C(C)C (2-(2-amino-1,3-thiazol-4-yl)-N-(5-isopropyl-1,3-thiazol-2-yl)acetamide), C(C(CO)(CO)N)O (Trisamine), C(C)(C)OC(C)C (diisopropyl ether). The solvent is C(Cl)Cl (CH2Cl2), C1(CCCCC1)N=C=N (N-cyclohexylcarbodiimide), C(Cl)Cl.CN(C)C=O (CH2Cl2 DMF). Reaction conditions: time 8 day. Product: C(C)(C)C1=CN=C(S1)NC(CC=1N=C(SC1)NC(C(C)C)=O)=O (N-(4-{2-[(5-isopropyl-1,3-thiazol-2-yl)amino]-2-oxoethyl}-1,3-thiazol-2-yl)-2-methylpropanamide). As a reaction SMILES: [NH2:1][C:2]1[S:3][CH:4]=[C:5]([CH2:7][C:8]([NH:10][C:11]2[S:12][C:13]([CH:16]([CH3:18])[CH3:17])=[CH:14][N:15]=2)=[O:9])[N:6]=1.[CH2:19](O)[C:20](N)([CH2:23]O)[CH2:21][OH:22].C(OC(C)C)(C)C>C(Cl)Cl.C1(N=C=N)CCCCC1.C(Cl)Cl.CN(C=O)C>[CH:16]([C:13]1[S:12][C:11]([NH:10][C:8](=[O:9])[CH2:7][C:5]2[N:6]=[C:2]([NH:1][C:21](=[O:22])[CH:20]([CH3:23])[CH3:19])[S:3][CH:4]=2)=[N:15][CH:14]=1)([CH3:18])[CH3:17] |f:5.6|. Procedure details: To a solution of isobutyrric acid (49 l, 0.53 mmol) in CH2Cl2 (1.5 ml), N-cyclohexylcarbodiimide, N′-methyl polystyrene (0.4 g, loading 2 mmol/g, 0.798 mmol), Nhydroxybenzotriazole (0.072 g, 0.53 mmol) and a solution of 2-(2-amino-1,3-thiazol-4-yl)-N-(5-isopropyl-1,3-thiazol-2-yl)acetamide (0.075 g, 0.266 mmol) in CH2Cl2/DMF (0.4 ml/0.6 ml) were added. The reaction mixture was maintained under stirring at room temperature for about 8 days. After this time, PS-Trisamine (0.44 g, loading 3.62 mmol... The reactants are [Al+3], CO, [Cl-], [H-], [H-], [H-], [H-], [Li+], [NH4+], C1CCOC1, O, N#Cc1ccc(OCc2cccs2)cc1. Product: NCc1ccc(OCc2cccs2)cc1. Reaction SMILES: [Al+3:2].[CH3:22][OH:23].[Cl-:24].[H-:1].[H-:4].[H-:5].[H-:6].[Li+:3].[NH4+:25].[O:26]1[CH2:27][CH2:28][CH2:29][CH2:30]1.[OH2:31].[s:7]1[c:8]([CH2:12][O:13][c:14]2[cH:15][cH:16][c:17]([C:18]#[N:19])[cH:20][cH:21]2)[cH:9][cH:10][cH:11]1>>[s:7]1[c:8]([CH2:12][O:13][c:14]2[cH:15][cH:16][c:17]([CH2:18][NH2:19])[cH:20][cH:21]2)[cH:9][cH:10][cH:11]1. Reactants: C12(CC3CC(CC(C1)C3)C2)C2=CC=NO2 (5-adamantylisoxazole), NN (hydrazine), ClCCl (dichloromethane). Yields the product C12(CC3CC(CC(C1)C3)C2)C2=NNC(=C2)N (3-adamantyl-5-aminopyrazole). The yield is 96.3%. Reaction SMILES: [C:1]12([C:11]3O[N:14]=[CH:13][CH:12]=3)[CH2:10][CH:5]3[CH2:6][CH:7]([CH2:9][CH:3]([CH2:4]3)[CH2:2]1)[CH2:8]2.[NH2:16][NH2:17].ClCCl>>[C:1]12([C:11]3[CH:12]=[C:13]([NH2:14])[NH:17][N:16]=3)[CH2:10][CH:5]3[CH2:6][CH:7]([CH2:9][CH:3]([CH2:4]3)[CH2:2]1)[CH2:8]2. Procedure: A solution of 2.40 g (11.80 mmol) of 5-adamantylisoxazole and 1.18 g (23.60 mmol) of hydrazine hours. The solvent was removed in vacuo and the residue was taken up in 50 mol of dichloromethane. The solution was concentrated in vacuo to yield 2.47 g (96%) of a light brown oil. The crude material was purified by chromatography on silica gel to yield 200 g (78%) of a pale yellow solid: Rf 0.45 in 2/2/1 ligroin/CH2Cl2 /CH3OH; 1H NMR (CDCl3) δ 1.51 (S, 6H, the δ hydrogens of the adamantyl ring), 1.65...